From a dataset of the Open Reaction Database (ORD), a public repository of structured organic reaction records. describe an organic reaction: reactants, conditions, products, and yield Starting materials: C1=C(C=CC=2C3=CC=CC=C3C=CC12)C=O (2-Phenanthrenecarbaldehyde), C(C)(=O)C1=CC=2C=CC3=CC=CC=C3C2C=C1 (2-acetylphenanthrene), C(C)(=O)C=1C=CC=2C=CC3=CC=CC=C3C2C1 (3-acetylphenanthrene). Product: C1=CC(=CC=2C3=CC=CC=C3C=CC12)C(=O)O (phenanthrene-3-carboxylic acid). Yield: 51.0%. As a reaction SMILES: [CH:1]1[C:14]2[CH:13]=[CH:12][C:11]3[C:6](=[CH:7][CH:8]=[CH:9][CH:10]=3)[C:5]=2[CH:4]=[CH:3][C:2]=1[CH:15]=[O:16].C(C1C=CC2C3C(=CC=CC=3)C=CC=2C=1)(=[O:19])C.C(C1C=CC2C=CC3C(C=2C=1)=CC=CC=3)(=O)C>>[CH:4]1[C:5]2[CH:6]=[CH:7][C:8]3[C:13](=[CH:12][CH:11]=[CH:10][CH:9]=3)[C:14]=2[CH:1]=[C:2]([C:15]([OH:16])=[O:19])[CH:3]=1. Procedure details: Using the procedure outlined in 2A for 2-acetylphenanthrene, 3-acetylphenanthrene (Aldrich, technical grade), 25 g, 0.114 mol) gave 13 g (51%) of phenanthrene-3-carboxylic acid. 15.6 g (0.07 mol) of this acid was converted to the corresponding acid chloride, then to 8.37 g (58%) of phenanthrene-3-carboxaldehyde mp 78°-80° (lit. 79.5°-80°, E. Mosettig and J. van de Kamp, J. Amer. Chem. Soc. 55 2395 (1933)), (C, H). Reactants: BrC=1C=CC(=NC1)N (5-bromo-pyridin-2-ylamine), C1(CC1)B(O)O (cyclopropyl boronic acid), [O-]P(=O)([O-])[O-].[K+].[K+].[K+] (K3PO4). The reagents and catalysts are CC(=O)[O-].CC(=O)[O-].[Pd+2] (Pd(OAc)2). Run in O (water), C1(=CC=CC=C1)C (toluene), O (water). Reaction conditions: temperature 80 celsius, time 16 hour. Yields the product C1(CC1)C=1C=CC(=NC1)N (5-Cyclopropyl-pyridin-2-ylamine), solid. Isolated yield 71.0%. As a reaction SMILES: Br[C:2]1[CH:3]=[CH:4][C:5]([NH2:8])=[N:6][CH:7]=1.[CH:9]1(B(O)O)[CH2:11][CH2:10]1.[O-]P([O-])([O-])=O.[K+].[K+].[K+]>C1(C)C=CC=CC=1.O.CC([O-])=O.CC([O-])=O.[Pd+2]>[CH:9]1([C:2]2[CH:3]=[CH:4][C:5]([NH2:8])=[N:6][CH:7]=2)[CH2:11][CH2:10]1 |f:2.3.4.5,8.9.10|. Reported procedure: To a solution of 5-bromo-pyridin-2-ylamine (2 g, 11.55 mmol) and cyclopropyl boronic acid (2.98 g, 34.68 mmol) in toluene (40 mL) and water (2 mL) was added K3PO4 (8.59 g, 40.46 mmol) under an argon atmosphere. To this were added Pd(OAc)2 (259.52 mg, 1.16 mmol) and tricyclohexylphosphene (647.3 mg, 2.3 mmol) and stirred at 80° C. for 16 hours. The reaction mixture was cooled to room temperature and water was added. The aqueous phase was extracted with ethyl acetate, the combined organic phases w... Conditions: time 2 hour. Reaction SMILES: Cl[C:2]1[CH:8]([O:9][CH3:10])[N:7]=[C:6]([C:11]2[CH:16]=[CH:15][CH:14]=[CH:13][C:12]=2[Cl:17])[C:5]2[CH:18]=[C:19]([Cl:22])[CH:20]=[CH:21][C:4]=2[N:3]=1.C1C[O:26][CH2:25][CH2:24]1.CC[O-].[Na+]>CCO>[Cl:22][C:19]1[CH:20]=[CH:21][C:4]2[N:3]=[C:2]([O:26][CH2:25][CH3:24])[CH:8]([O:9][CH3:10])[N:7]=[C:6]([C:11]3[CH:16]=[CH:15][CH:14]=[CH:13][C:12]=3[Cl:17])[C:5]=2[CH:18]=1 |f:2.3|. Procedure: To a solution of 5.40 g. (0.015 mol) of 2,7-dichloro-5-(o-chlorophenyl)-3-methoxy-3H-1,4-benzodiazepine in 25 ml. of THF is added a solution of NaOEt [from 0.34 g. (0.015 ml.) of Na] in 20 ml. of EtOH. The mixture is stirred for 21/2 hour at room temperature, poured into 500 ml. of ice water, and extracted twice with Et2O. The extracts are washed with saturated NaHCO3 and brine and dried. Concentration and crystallization gives 3 g. of the title compound; m.p. 110°-113°. The product is ClC=1C=CC2=C(C(=NC(C(=N2)OCC)OC)C2=C(C=CC=C2)Cl)C1 (7-Chloro-5-(o-Chlorophenyl)-2-Ethoxy-3-Methoxy-3H-1,4-Benzodiazepine). Reactants: C1CCOC1 (THF), CC[O-].[Na+] (NaOEt), Na, ClC1=NC2=C(C(=NC1OC)C1=C(C=CC=C1)Cl)C=C(C=C2)Cl (2,7-dichloro-5-(o-chlorophenyl)-3-methoxy-3H-1,4-benzodiazepine). Run in CCO (EtOH). Starting materials: CCCCc1ccc(C#Cc2ccc(C(=O)O)cc2)cc1, ClCCCl, CCCCCCNCc1ccc2c(c1)C(=O)OC(C)(C)O2, CCN(C(C)C)C(C)C, ClCCl, Cl, On1nnc2ccccc21. The product is CCCCCCN(Cc1ccc2c(c1)C(=O)OC(C)(C)O2)C(=O)c1ccc(C#Cc2ccc(CCCC)cc2)cc1. As a reaction SMILES: [CH2:1]([CH2:2][CH2:3][CH3:4])[c:5]1[cH:6][cH:7][c:8]([C:11]#[C:12][c:13]2[cH:14][cH:15][c:16]([C:17](=[O:18])[OH:19])[cH:20][cH:21]2)[cH:9][cH:10]1.[CH2:22]([Cl:23])[CH2:24][Cl:25].[CH2:46]([CH2:47][CH2:48][CH2:49][CH2:50][CH3:51])[NH:52][CH2:53][c:54]1[cH:55][c:56]2[c:57]([cH:65][cH:66]1)[O:58][C:59]([CH3:63])([CH3:64])[O:60][C:61]2=[O:62].[CH:37]([N:38]([CH2:39][CH3:40])[CH:41]([CH3:42])[CH3:43])([CH3:44])[CH3:45].[Cl:67][CH2:68][Cl:69].[ClH:26].[OH:27][n:28]1[c:29]2[c:30]([cH:31][cH:32][cH:33][cH:34]2)[n:35][n:36]1>>[CH2:1]([CH2:2][CH2:3][CH3:4])[c:5]1[cH:6][cH:7][c:8]([C:11]#[C:12][c:13]2[cH:14][cH:15][c:16]([C:17](=[O:19])[N:52]([CH2:46][CH2:47][CH2:48][CH2:49][CH2:50][CH3:51])[CH2:53][c:54]3[cH:55][c:56]4[c:57]([cH:65][cH:66]3)[O:58][C:59]([CH3:63])([CH3:64])[O:60][C:61]4=[O:62])[cH:20][cH:21]2)[cH:9][cH:10]1. Reactants: CCBr, CC(C)O, [Na+], [OH-], O, COc1cc(C=O)ccc1O. Yields the product CCOc1ccc(C=O)cc1OC. Reaction SMILES: [CH2:18]([Br:19])[CH3:20].[CH:12]([CH3:13])([OH:14])[CH3:15].[Na+:17].[OH-:16].[OH2:21].[OH:1][c:2]1[c:3]([O:10][CH3:11])[cH:4][c:5]([CH:6]=[O:7])[cH:8][cH:9]1>>[O:1]([c:2]1[c:3]([O:10][CH3:11])[cH:4][c:5]([CH:6]=[O:7])[cH:8][cH:9]1)[CH2:12][CH3:13]. Reactants: O=C([O-])[O-], CCO, Clc1nc2cc(Cn3ccnc3)ccc2[nH]1, [K+], [K+], c1c[nH]cn1. The product is c1cn(Cc2ccc3[nH]c(-n4ccnc4)nc3c2)cn1. RXN SMILES: [C:25](=[O:26])([O-:27])[O-:28].[CH3:22][CH2:23][OH:24].[Cl:6][c:7]1[n:8][c:9]2[c:10]([nH:11]1)[cH:12][cH:13][c:14]([CH2:16][n:17]1[cH:18][n:19][cH:20][cH:21]1)[cH:15]2.[K+:29].[K+:30].[nH:1]1[cH:2][n:3][cH:4][cH:5]1>>[n:1]1(-[c:7]2[n:8][c:9]3[c:10]([nH:11]2)[cH:12][cH:13][c:14]([CH2:16][n:17]2[cH:18][n:19][cH:20][cH:21]2)[cH:15]3)[cH:2][n:3][cH:4][cH:5]1.